Dataset: the Open Reaction Database (ORD), a public repository of structured organic reaction records. Task: describe an organic reaction: reactants, conditions, products, and yield Yields the product FC(OC1=CC=C(C[C@@H]2NCC[C@H](C2)C2=CC(NO2)=O)C=C1)(F)F (5-(Trans-2-(4-(trifluoromethoxy)benzyl)piperidin-4-yl)isoxazol-3(2H)-one). As a reaction SMILES: [O:1]=[C:2]1[CH:6]=[C:5]([C@@H:7]2[CH2:12][CH2:11][N:10](C(OC)=O)[C@@H:9]([CH2:17][C:18]3[CH:23]=[CH:22][C:21]([O:24][C:25]([F:28])([F:27])[F:26])=[CH:20][CH:19]=3)[CH2:8]2)[O:4][NH:3]1.Br>>[F:28][C:25]([F:26])([F:27])[O:24][C:21]1[CH:22]=[CH:23][C:18]([CH2:17][C@H:9]2[CH2:8][C@H:7]([C:5]3[O:4][NH:3][C:2](=[O:1])[CH:6]=3)[CH2:12][CH2:11][NH:10]2)=[CH:19][CH:20]=1. Isolated yield 38.7%. Reactants: O=C1NOC(=C1)[C@H]1C[C@@H](N(CC1)C(=O)OC)CC1=CC=C(C=C1)OC(F)(F)F (Trans-methyl 4-(3-oxo-2,3-dihydroisoxazol-5-yl)-2-(4-(trifluoromethoxy)benzyl)piperidine-1-carboxylate), Br (hydrogen bromide). Run at time 8 hour. Procedure: Trans-methyl 4-(3-oxo-2,3-dihydroisoxazol-5-yl)-2-(4-(trifluoromethoxy)benzyl)piperidine-1-carboxylate (0.603 g, 1.51 mmol) was dissolved in hydrogen bromide (33% in acetic acid, 11.87 mL, 67.78 mmol) and the mixture was stirred at room temperature overnight. The solvent was evaporated and the compound was purified by preparative HPLC on a XBridge C18 column (10 μm 250×50 ID mm) using a gradient of 10-50% Acetonitrile in H2O/AcN/NH3 95/5/0.2 buffer over 20 minutes with a flow of 100 mL/min. 5-(T... The reactants are ClC=1SC=C(C1Cl)CO (2,3-dichloro-4-hydroxymethylthiophene), S(=O)(Cl)Cl (thionyl chloride). Run in C(Cl)(Cl)Cl (chloroform), C(Cl)(Cl)Cl (chloroform). Reaction conditions: temperature 10 celsius, time 35 minute. The product is ClC=1SC=C(C1Cl)CCl (2,3-dichloro-4-chloromethylthiophene). Reaction SMILES: S(Cl)([Cl:3])=O.[Cl:5][C:6]1[S:7][CH:8]=[C:9]([CH2:12]O)[C:10]=1[Cl:11]>C(Cl)(Cl)Cl>[Cl:5][C:6]1[S:7][CH:8]=[C:9]([CH2:12][Cl:3])[C:10]=1[Cl:11]. Procedure: A mixtures of 357 g of thionyl chloride and 150 ml of chloroform is placed in a 1 liter flask and cooled to 10° C. At 10° to 15° C. and over a period of 35 minutes, a solution of 238 g of 2,3-dichloro-4-hydroxymethylthiophene in 350 ml of chloroform is added. After the exothermic reaction has subsided, the solution is stirred for 1 hour at 30° C., concentrated under reduced pressure and, after a small amount of triethylamine has been added, purified by distillation at 66° to 69° C./0.2 mbar. The... The reactants are C1(CCCCC1)CCC[C@H](CC(=O)O)C1=NC(=NO1)CS(=O)(=O)C1=CC=CC=C1 ((3R)-6-cyclohexyl-3-{3-[(phenylsulfonyl)methyl]-1,2,4-oxadiazol-5-yl)hexanoic acid), C(=O)(N1C=NC=C1)N1C=NC=C1 (1,1′-carbonyldiimidazole), Cl.NO (Hydroxylamine hydrochloride). Run in O1CCCC1 (tetrahydrofuran). Conditions: time 2 hour. The product is N (ammonia), C1(CCCCC1)CCC[C@H](CC(=O)NO)C1=NC(=NO1)CS(=O)(=O)C1=CC=CC=C1 ((3R)-6-Cyclohexyl-N-hydroxy-3-{3-[(phenylsulfonyl)methyl]-1,2,4-oxadiazol-5-yl}hexanamide). Isolated yield 49.2%. Reaction SMILES: [CH:1]1([CH2:7][CH2:8][CH2:9][C@@H:10]([C:15]2[O:19][N:18]=[C:17]([CH2:20][S:21]([C:24]3[CH:29]=[CH:28][CH:27]=[CH:26][CH:25]=3)(=[O:23])=[O:22])[N:16]=2)[CH2:11][C:12](O)=[O:13])[CH2:6][CH2:5][CH2:4][CH2:3][CH2:2]1.C(N1C=CN=C1)(N1C=CN=C1)=O.Cl.[NH2:43][OH:44]>O1CCCC1>[NH3:16].[CH:1]1([CH2:7][CH2:8][CH2:9][C@@H:10]([C:15]2[O:19][N:18]=[C:17]([CH2:20][S:21]([C:24]3[CH:25]=[CH:26][CH:27]=[CH:28][CH:29]=3)(=[O:23])=[O:22])[N:16]=2)[CH2:11][C:12]([NH:43][OH:44])=[O:13])[CH2:2][CH2:3][CH2:4][CH2:5][CH2:6]1 |f:2.3|. Procedure details: A solution of (3R)-6-cyclohexyl-3-{3-[(phenylsulfonyl)methyl]-1,2,4-oxadiazol-5-yl)hexanoic acid (Preparation 55) (60 mg, 0.14 mmol) in anhydrous tetrahydrofuran (4 ml) was treated with 1,1′-carbonyldiimidazole (25 mg, 0.15 mmol) and the mixture stirred at room temperature under a nitrogen atmosphere for 2 hours. Hydroxylamine hydrochloride (10 mg, 0.14 mmol) was then added and the mixture was stirred for 18 hours. The solvent was removed under reduced pressure and the residue was purified by co... Starting materials: Cc1cc(C(=O)NCOCCO[Si](c2ccccc2)(c2ccccc2)C(C)(C)C)ncc1C(c1cc(F)ccc1F)S(=O)(=O)c1ccc(F)cc1, CC(=O)O, CCCC[N+](CCCC)(CCCC)CCCC, [Cl-], [F-], [NH4+], C1CCOC1. The product is Cc1cc(C(=O)NCOCCO)ncc1C(c1cc(F)ccc1F)S(=O)(=O)c1ccc(F)cc1. Reaction SMILES: [C:1]([Si:2]([c:3]1[cH:4][cH:5][cH:40][cH:41][cH:42]1)([O:6][CH2:7][CH2:8][O:9][CH2:10][NH:11][C:12](=[O:13])[c:14]1[n:15][cH:16][c:17]([CH:21]([S:22](=[O:23])(=[O:24])[c:25]2[cH:26][cH:27][c:28]([F:31])[cH:29][cH:30]2)[c:32]2[c:33]([F:39])[cH:34][cH:35][c:36]([F:38])[cH:37]2)[c:18]([CH3:20])[cH:19]1)[c:43]1[cH:44][cH:45][cH:46][cH:47][cH:48]1)([CH3:49])([CH3:50])[CH3:51].[CH3:52][C:53](=[O:54])[OH:55].[CH3:57][CH2:58][CH2:59][CH2:60][N+:61]([CH2:62][CH2:63][CH2:64][CH3:65])([CH2:66][CH2:67][CH2:68][CH3:69])[CH2:70][CH2:71][CH2:72][CH3:73].[Cl-:74].[F-:56].[NH4+:75].[O:76]1[CH2:77][CH2:78][CH2:79][CH2:80]1>>[OH:6][CH2:7][CH2:8][O:9][CH2:10][NH:11][C:12](=[O:13])[c:14]1[n:15][cH:16][c:17]([CH:21]([S:22](=[O:23])(=[O:24])[c:25]2[cH:26][cH:27][c:28]([F:31])[cH:29][cH:30]2)[c:32]2[c:33]([F:39])[cH:34][cH:35][c:36]([F:38])[cH:37]2)[c:18]([CH3:20])[cH:19]1. Starting materials: O=C=Nc1ccc(Br)cc1, OC(c1ccccc1)c1ccccc1, Nc1cc(C(F)(F)F)ccc1Oc1ccccc1C(=O)O, c1ccncc1. Yields the product O=C(Nc1ccc(Br)cc1)Nc1cc(C(F)(F)F)ccc1Oc1ccccc1C(=O)O. RXN SMILES: [Br:36][c:37]1[cH:38][cH:39][c:40]([N:43]=[C:44]=[O:45])[cH:41][cH:42]1.[CH:22]([OH:23])([c:24]1[cH:25][cH:26][cH:27][cH:28][cH:29]1)[c:30]1[cH:31][cH:32][cH:33][cH:34][cH:35]1.[NH2:1][c:2]1[c:3]([O:4][c:5]2[c:6]([C:7](=[O:8])[OH:9])[cH:10][cH:11][cH:12][cH:13]2)[cH:14][cH:15][c:16]([C:18]([F:19])([F:20])[F:21])[cH:17]1.[cH:46]1[cH:47][cH:48][n:49][cH:50][cH:51]1>>[NH:1]([c:2]1[c:3]([O:4][c:5]2[c:6]([C:7](=[O:8])[OH:9])[cH:10][cH:11][cH:12][cH:13]2)[cH:14][cH:15][c:16]([C:18]([F:19])([F:20])[F:21])[cH:17]1)[C:44]([NH:43][c:40]1[cH:39][cH:38][c:37]([Br:36])[cH:42][cH:41]1)=[O:45].